This data is from the Open Reaction Database (ORD), a public repository of structured organic reaction records. The task is: describe an organic reaction: reactants, conditions, products, and yield Starting materials: O1CCCC=C1 (dihydropyran), C=1(C(=CC=CC1)S(=O)(=O)O)C (toluenesulfonic acid), [Si](C)(C)(C(C)(C)C)OCC(C1=CC=C(C=C1)C(C)(C)C)O (1-Tert-butyldimethylsilyloxy-2-hydroxy-2-(4-tert-butylphenyl) ethane). The solvent is ClCCl (dichloromethane). Run at time 2 hour. Yields the product [Si](C)(C)(C(C)(C)C)OCC(C1=CC=C(C=C1)C(C)(C)C)OC1OCCCC1 (1-tert-butyldimethylsilyloxy-2-tetrahydropyranyloxy-2-(4-tertbutylphenyl) ethane). Reaction SMILES: [Si:1]([O:8][CH2:9][CH:10]([OH:21])[C:11]1[CH:16]=[CH:15][C:14]([C:17]([CH3:20])([CH3:19])[CH3:18])=[CH:13][CH:12]=1)([C:4]([CH3:7])([CH3:6])[CH3:5])([CH3:3])[CH3:2].[O:22]1[CH:27]=[CH:26][CH2:25][CH2:24][CH2:23]1.C1(C)C(S(O)(=O)=O)=CC=CC=1>ClCCl>[Si:1]([O:8][CH2:9][CH:10]([O:21][CH:23]1[CH2:24][CH2:25][CH2:26][CH2:27][O:22]1)[C:11]1[CH:16]=[CH:15][C:14]([C:17]([CH3:20])([CH3:19])[CH3:18])=[CH:13][CH:12]=1)([C:4]([CH3:7])([CH3:6])[CH3:5])([CH3:3])[CH3:2]. Reported procedure: 1-Tert-butyldimethylsilyloxy-2-hydroxy-2-(4-tert-butylphenyl) ethane (0.5 g, 1.622 mmol) is dissolved in dichloromethane and to it is added dihydropyran (0.163 g,1.94 mmol) and toluenesulfonic acid (33 mg, 0.194 mmol). The reaction is stirred for 2 hours after which the mixture is washed with water and dried. The crude residue obtained after concentration is purified by flash chromatography (silica gel; ethyl acetate/hexanes) to obtain the product. Starting materials: FC(C(=O)O)(F)F (Trifluoroacetic acid), FC=1C(=CC(N(C1)CC[C@](C)(NOC1OCCCC1)S(=O)(=O)C)=O)C1=CC=C(C=C1)OC1COC1 (5-fluoro-1-{(3R)-3-(methylsulfonyl)-3-[(tetrahydro-2H-pyran-2-yloxy)amino]butyl}-4-[4-(oxetan-3-yloxy)phenyl]pyridin-2(1H)-one). Solvent: C(Cl)Cl (DCM). Conditions: time 8 hour. Product: FC=1C(=CC(N(C1)CC[C@@](C)(S(=O)(=O)C)NO)=O)C1=CC=C(C=C1)OC1COC1 (5-Fluoro-1-[(3R)-3-(hydroxyamino)-3-(methylsulfonyl)butyl]-4-[4-(oxetan-3-yloxy)phenyl]pyridin-2(1H)-one). Reaction SMILES: FC(F)(F)C(O)=O.[F:8][C:9]1[C:10]([C:32]2[CH:37]=[CH:36][C:35]([O:38][CH:39]3[CH2:42][O:41][CH2:40]3)=[CH:34][CH:33]=2)=[CH:11][C:12](=[O:31])[N:13]([CH2:15][CH2:16][C@@:17]([S:27]([CH3:30])(=[O:29])=[O:28])([NH:19][O:20]C2CCCCO2)[CH3:18])[CH:14]=1>C(Cl)Cl>[F:8][C:9]1[C:10]([C:32]2[CH:37]=[CH:36][C:35]([O:38][CH:39]3[CH2:40][O:41][CH2:42]3)=[CH:34][CH:33]=2)=[CH:11][C:12](=[O:31])[N:13]([CH2:15][CH2:16][C@:17]([NH:19][OH:20])([S:27]([CH3:30])(=[O:29])=[O:28])[CH3:18])[CH:14]=1. Procedure: Trifluoroacetic acid (1 mL) was added to a solution of 5-fluoro-1-{(3R)-3-(methylsulfonyl)-3-[(tetrahydro-2H-pyran-2-yloxy)amino]butyl}-4-[4-(oxetan-3-yloxy)phenyl]pyridin-2(1H)-one (164 mg, 0.304 mmol) in DCM (10 mL). The reaction was allowed to stir at rt overnight and then concentrated under vacuum. The residue was re-dissolved in dichloromethane and n-heptane and concentrated again to afford the title compound as a solid. (113 mg, 82%). MS (LCMS) m/z 455.1 (M+1). 1H NMR (400 MHz, METHANOL-d4...